This data is from the Open Reaction Database (ORD), a public repository of structured organic reaction records. The task is: describe an organic reaction: reactants, conditions, products, and yield Reactants: C(=O)C1C(C2(OCCO2)CC1)CCCCCCCO (7-formyl-6-(7-hydroxyheptyl)-1,4-dioxaspiro[4,4]nonane), O=C(CP(OC)(OC)=O)CCC1=CC=CC=C1 (dimethyl 2-oxo-4-phenylbutylphosphonate), [H-].[Na+] (sodium hydride), C(C)(=O)O (acetic acid). Run in O1CCCC1 (tetrahydrofuran), O1CCCC1 (tetrahydrofuran), O1CCCC1 (tetrahydrofuran). Conditions: time 24 hour. Product: OCCCCCCCC1C2(OCCO2)CCC1C=CC(CCC1=CC=CC=C1)=O (6-(7-hydroxyheptyl)-7-(3-oxo-5-phenylpent-1-enyl)-1,4-dioxaspiro[4,4] nonane). Isolated yield 99.8%. As a reaction SMILES: [O:1]=[C:2]([CH2:10][CH2:11][C:12]1[CH:17]=[CH:16][CH:15]=[CH:14][CH:13]=1)[CH2:3]P(=O)(OC)OC.[H-].[Na+].[CH:20]([CH:22]1[CH2:30][CH2:29][C:24]2([O:28][CH2:27][CH2:26][O:25]2)[CH:23]1[CH2:31][CH2:32][CH2:33][CH2:34][CH2:35][CH2:36][CH2:37][OH:38])=O.C(O)(=O)C>O1CCCC1>[OH:38][CH2:37][CH2:36][CH2:35][CH2:34][CH2:33][CH2:32][CH2:31][CH:23]1[CH:22]([CH:20]=[CH:3][C:2](=[O:1])[CH2:10][CH2:11][C:12]2[CH:13]=[CH:14][CH:15]=[CH:16][CH:17]=2)[CH2:30][CH2:29][C:24]21[O:25][CH2:26][CH2:27][O:28]2 |f:1.2|. Procedure details: A solution of dimethyl 2-oxo-4-phenylbutylphosphonate [2.5g; prepared as described hereinafter in Example 9(iv)] in anhydrous tetrahydrofuran (50 ml.) was added to a stirred suspension of sodium hydride (0.24 g.) in tetrahydrofuran (20 ml.). The mixture was stirred at room temperature in an atmosphere of nitrogen for 24 hours, then treated dropwise with a solution of 7-formyl-6-(7-hydroxyheptyl)-1,4-dioxaspiro[4,4]nonane [2.7 g; prepared as described hereinbefore in Example 1(iv)] in tetrahydrof... The reactants are CCO, Cn1ccc2ccc([N+](=O)[O-])cc21, [Cl-], [Fe], [NH4+], O. Yields the product Cn1ccc2ccc(N)cc21. As a reaction SMILES: [CH2:17]([OH:18])[CH3:19].[CH3:1][n:2]1[cH:3][cH:4][c:5]2[cH:6][cH:7][c:8]([N+:11]([O-:12])=[O:13])[cH:9][c:10]12.[Cl-:14].[Fe:20].[NH4+:15].[OH2:16]>>[CH3:1][n:2]1[cH:3][cH:4][c:5]2[cH:6][cH:7][c:8]([NH2:11])[cH:9][c:10]12. The reactants are C(C1=CC=CC=C1)(=O)N1C(COCC1)=O (N-benzoyl-3-oxomorpholine), NCCCO (3-aminopropanol). The product is C(C1=CC=CC=C1)(=O)N1C(CCOCC1)=O (N-Benzoyl-4-oxacaprolactam). As a reaction SMILES: [C:1]([N:9]1[CH2:14][CH2:13][O:12][CH2:11][C:10]1=[O:15])(=[O:8])[C:2]1[CH:7]=[CH:6][CH:5]=[CH:4][CH:3]=1.N[CH2:17]CCO>>[C:1]([N:9]1[CH2:14][CH2:13][O:12][CH2:11][CH2:17][C:10]1=[O:15])(=[O:8])[C:2]1[CH:3]=[CH:4][CH:5]=[CH:6][CH:7]=1. Reported procedure: Synthesized as for N-benzoyl-3-oxomorpholine (Example I) using 3-aminopropanol (Aldrich) in place of 2-aminoethanol. Reactants: OCc1cncc(Br)c1, CO, N#C[K], O, O=S(Cl)Cl. Yields the product N#CCc1cncc(Br)c1. As a reaction SMILES: [Br:5][c:6]1[cH:7][c:8]([CH2:12][OH:13])[cH:9][n:10][cH:11]1.[CH3:17][OH:18].[K:14][C:15]#[N:16].[OH2:19].[S:1]([Cl:2])([Cl:3])=[O:4]>>[Br:5][c:6]1[cH:7][c:8]([CH2:12][C:15]#[N:16])[cH:9][n:10][cH:11]1. Reactants: FC1=C(C=CC=C1)C1=CC=CC(=N1)C (6-(2-fluorophenyl)-2-methylpyridine), [Se](=O)=O (Selenium dioxide). Solvent: O1CCOCC1 (1,4-dioxane). Reaction conditions: time 6 day. Product: FC1=C(C=CC=C1)C1=CC=CC(=N1)C=O (6-(2-fluorophenyl)-2-pyridinecarboxaldehyde). Reaction SMILES: [F:1][C:2]1[CH:7]=[CH:6][CH:5]=[CH:4][C:3]=1[C:8]1[N:13]=[C:12]([CH3:14])[CH:11]=[CH:10][CH:9]=1.[Se](=O)=[O:16]>O1CCOCC1>[F:1][C:2]1[CH:7]=[CH:6][CH:5]=[CH:4][C:3]=1[C:8]1[N:13]=[C:12]([CH:14]=[O:16])[CH:11]=[CH:10][CH:9]=1. Procedure details: 2.0 g of 6-(2-fluorophenyl)-2-methylpyridine was dissolved in 250 ml of 1,4-dioxane. Selenium dioxide (2.67 g, Aldrich Gold Label) was added and the mixture was reluxed for 6 days. The solids were removed by filtration and the dioxane was evaporated. The crude 6-(2-fluorophenyl)-2-pyridinecarboxaldehyde was purified by chromatography on silica gel to afford pure 6-(2-fluorophenyl)-2-pyridinecarboxaldehyde. The reactants are CC(=O)O, Cc1ccc(C)c(Cl)c1, O=[N+]([O-])O, O=S(=O)(O)O. The product is Cc1cc([N+](=O)[O-])c(C)cc1Cl. As a reaction SMILES: [CH3:19][C:20](=[O:21])[OH:22].[Cl:10][c:11]1[c:12]([CH3:18])[cH:13][cH:14][c:15]([CH3:17])[cH:16]1.[OH:6][N+:7]([O-:8])=[O:9].[S:1](=[O:2])(=[O:3])([OH:4])[OH:5]>>[O-:6][N+:7](=[O:9])[c:14]1[cH:13][c:12]([CH3:18])[c:11]([Cl:10])[cH:16][c:15]1[CH3:17]. Reactants: CC1CN(CC(O1)C)CCCCCCCCCCCO (2,6-dimethyl-4-(11-hydroxyundecyl)morpholine), C1(=CC=CC=C1)P(C1=CC=CC=C1)C1=CC=CC=C1 (triphenylphosphine), C(Cl)(Cl)(Cl)Cl (carbon tetrachloride). Reported procedure: This intermediate (5.1 g.) was prepared using the procedure described in Example 4c except using 9.35 g. (0.033 mole) of 2,6-dimethyl-4-(11-hydroxyundecyl)morpholine, 9.43 g. (0.036 mole) of triphenylphosphine, and 70 ml. of carbon tetrachloride. As a reaction SMILES: [CH3:1][CH:2]1[O:7][CH:6]([CH3:8])[CH2:5][N:4]([CH2:9][CH2:10][CH2:11][CH2:12][CH2:13][CH2:14][CH2:15][CH2:16][CH2:17][CH2:18][CH2:19]O)[CH2:3]1.C1(P(C2C=CC=CC=2)C2C=CC=CC=2)C=CC=CC=1.C(Cl)(Cl)(Cl)[Cl:41]>>[Cl:41][CH2:19][CH2:18][CH2:17][CH2:16][CH2:15][CH2:14][CH2:13][CH2:12][CH2:11][CH2:10][CH2:9][N:4]1[CH2:3][CH:2]([CH3:1])[O:7][CH:6]([CH3:8])[CH2:5]1. Yields the product ClCCCCCCCCCCCN1CC(OC(C1)C)C (4-(11-Chloroundecyl)-2,6-dimethylmorpholine).